This data is from the Open Reaction Database (ORD), a public repository of structured organic reaction records. The task is: describe an organic reaction: reactants, conditions, products, and yield Product: N#Cc1c(-c2ccsc2)n(-c2ccc(O)cc2)c2ccccc12. As a reaction SMILES: [Br:1][c:2]1[n:3](-[c:13]2[cH:14][cH:15][c:16]([OH:19])[cH:17][cH:18]2)[c:4]2[cH:5][cH:6][cH:7][cH:8][c:9]2[c:10]1[C:11]#[N:12].[C:28](=[O:29])([O-:30])[O-:31].[CH2:111]1[O:112][CH2:113][CH2:114][CH2:115]1.[CH3:116][CH2:117][OH:118].[K+:32].[K+:33].[OH2:119].[Pd:34].[c:35]1([P:36]([c:37]2[cH:38][cH:39][cH:40][cH:41][cH:42]2)[c:43]2[cH:44][cH:45][cH:46][cH:47][cH:48]2)[cH:49][cH:50][cH:51][cH:52][cH:53]1.[c:54]1([P:55]([c:56]2[cH:57][cH:58][cH:59][cH:60][cH:61]2)[c:62]2[cH:63][cH:64][cH:65][cH:66][cH:67]2)[cH:68][cH:69][cH:70][cH:71][cH:72]1.[c:73]1([P:74]([c:75]2[cH:76][cH:77][cH:78][cH:79][cH:80]2)[c:81]2[cH:82][cH:83][cH:84][cH:85][cH:86]2)[cH:87][cH:88][cH:89][cH:90][cH:91]1.[c:92]1([P:93]([c:94]2[cH:95][cH:96][cH:97][cH:98][cH:99]2)[c:100]2[cH:101][cH:102][cH:103][cH:104][cH:105]2)[cH:106][cH:107][cH:108][cH:109][cH:110]1.[s:20]1[cH:21][c:22]([B:25]([OH:26])[OH:27])[cH:23][cH:24]1>>[c:2]1(-[c:22]2[cH:21][s:20][cH:24][cH:23]2)[n:3](-[c:13]2[cH:14][cH:15][c:16]([OH:19])[cH:17][cH:18]2)[c:4]2[cH:5][cH:6][cH:7][cH:8][c:9]2[c:10]1[C:11]#[N:12]. The reactants are N#Cc1c(Br)n(-c2ccc(O)cc2)c2ccccc12, O=C([O-])[O-], C1CCOC1, CCO, [K+], [K+], O, [Pd], c1ccc(P(c2ccccc2)c2ccccc2)cc1, c1ccc(P(c2ccccc2)c2ccccc2)cc1, c1ccc(P(c2ccccc2)c2ccccc2)cc1, c1ccc(P(c2ccccc2)c2ccccc2)cc1, OB(O)c1ccsc1. Reactants: O1CCCC1 (tetrahydrofuran), COCOC=1C(=C2CCC(OC2=C(C1C)C)(C(=O)OCC)CCCCCCCC)C (ethyl 6-methoxymethoxy-5,7,8-trimethyl-2-octylchroman-2-carboxylate), [H-].[Al+3].[Li+].[H-].[H-].[H-] (lithium aluminum hydride), O1CCCC1 (tetrahydrofuran), Cl (hydrochloric acid). Solvent: C(C)(=O)OCC (Ethyl acetate). Run at time 3 hour. The product is COCOC=1C(=C2CCC(OC2=C(C1C)C)(CCCCCCCC)CO)C (6-Methoxymethoxy-5,7,8-trimethyl-2-octylchroman-2-yl-methanol). As a reaction SMILES: O1CCCC1.[CH3:6][O:7][CH2:8][O:9][C:10]1[C:11]([CH3:35])=[C:12]2[C:17](=[C:18]([CH3:21])[C:19]=1[CH3:20])[O:16][C:15]([CH2:27][CH2:28][CH2:29][CH2:30][CH2:31][CH2:32][CH2:33][CH3:34])([C:22](OCC)=[O:23])[CH2:14][CH2:13]2.[H-].[Al+3].[Li+].[H-].[H-].[H-].Cl>C(OCC)(=O)C>[CH3:6][O:7][CH2:8][O:9][C:10]1[C:11]([CH3:35])=[C:12]2[C:17](=[C:18]([CH3:21])[C:19]=1[CH3:20])[O:16][C:15]([CH2:22][OH:23])([CH2:27][CH2:28][CH2:29][CH2:30][CH2:31][CH2:32][CH2:33][CH3:34])[CH2:14][CH2:13]2 |f:2.3.4.5.6.7|. Procedure details: 10 ml of tetrahydrofuran containing 3.3 g of ethyl 6-methoxymethoxy-5,7,8-trimethyl-2-octylchroman-2-carboxylate (prepared as described in Preparation 12) were added dropwise to a mixture of 0.45 g of lithium aluminum hydride and 30 ml of tetrahydrofuran under a nitrogen stream, and whilst ice-cooling. The resulting mixture was stirred for 3 hours at room temperature. Ethyl acetate and 5% w/v aqueous hydrochloric acid were then added to the reaction mixture, whilst ice-cooling, and the organic l... The reactants are CC(CC(OCC)OCC)P(OCC)(OCC)=O (diethyl 1-methyl-3,3-diethoxypropylphosphonate), Cl (hydrochloric acid). Run in O (water), CC(=O)C (acetone). Conditions: temperature 62 celsius. Product: CC(CC=O)P(OCC)(OCC)=O (diethyl 1-methyl-3-oxopropylphosphonate). RXN SMILES: [CH3:1][CH:2]([P:11](=[O:18])([O:15][CH2:16][CH3:17])[O:12][CH2:13][CH3:14])[CH2:3][CH:4](OCC)[O:5]CC.Cl>O.CC(C)=O>[CH3:1][CH:2]([P:11](=[O:18])([O:15][CH2:16][CH3:17])[O:12][CH2:13][CH3:14])[CH2:3][CH:4]=[O:5]. Reported procedure: A solution of 400 grams (1.42 moles) of diethyl 1-methyl-3,3-diethoxypropylphosphonate in 1 liter of water and 4 liters of acetone containing 30 ml of concentrated hydrochloric acid was stirred and refluxed under nitrogen at 62° C. for 1.5 hours. Low boiling materials were removed at 80° C./16 mm to give the diethyl 1-methyl-3-oxopropylphosphonate in a 296 grams (quantitative) yield as a pale yellow liquid. The structure was confirmed by NMR. Starting materials: CC1([C@@H]([C@@H]1\C=C/C(=O)O)C(=O)O[C@@H](C1=CC(=CC=C1)OC1=CC=CC=C1)C#N)C ((S)α-cyano-3-phenoxy-benzyl (1R,cis) 2,2-dimethyl-3-[(Z) 3-hydroxy-3-oxo-1-propenyl]-cyclopropane-carboxylate), ClCCO (2-chloroethanol), C(#N)[C@H](C1=CC(=CC=C1)OC1=CC=CC=C1)O ((S)α-cyano-3-phenoxy-benzyl alcohol). Run in C1=CC=CC=C1 (benzene). The product is CC1([C@@H]([C@@H]1\C=C/C(OCCCl)=O)C(=O)O[C@@H](C1=CC(=CC=C1)OC1=CC=CC=C1)C#N)C ((S)α-cyano-3-phenoxy-benzyl (1R,cis) 2,2-dimethyl-3-[(Z) 3-oxo-3-(2-chloroethoxy)-1-propenyl]-cyclopropane-carboxylate). As a reaction SMILES: [CH3:1][C:2]1([CH3:29])[C@@H:4](/[CH:5]=[CH:6]\[C:7]([OH:9])=[O:8])[C@H:3]1[C:10]([O:12][C@H:13]([C:27]#[N:28])[C:14]1[CH:19]=[CH:18][CH:17]=[C:16]([O:20][C:21]2[CH:26]=[CH:25][CH:24]=[CH:23][CH:22]=2)[CH:15]=1)=[O:11].[Cl:30][CH2:31][CH2:32]O.C([C@@H](O)C1C=CC=C(OC2C=CC=CC=2)C=1)#N>C1C=CC=CC=1>[CH3:1][C:2]1([CH3:29])[C@@H:4](/[CH:5]=[CH:6]\[C:7](=[O:9])[O:8][CH2:32][CH2:31][Cl:30])[C@H:3]1[C:10]([O:12][C@H:13]([C:27]#[N:28])[C:14]1[CH:19]=[CH:18][CH:17]=[C:16]([O:20][C:21]2[CH:26]=[CH:25][CH:24]=[CH:23][CH:22]=2)[CH:15]=1)=[O:11]. Procedure: Using the procedure of Step F of Example 9, the ester of Step A of Example 31 after reaction with 2-chloroethanol and (S)α-cyano-3-phenoxy-benzyl alcohol was reacted to obtain (S)α-cyano-3-phenoxy-benzyl (1R,cis) 2,2-dimethyl-3-[(Z) 3-oxo-3-(2-chloroethoxy)-1-propenyl]-cyclopropane-carboxylate with a specific rotation of [α]D20 =+39°±4° (c=0.25% in benzene). The reactants are NCCC1CN(C1)C(=O)OC(C)(C)C (tert-Butyl 3-(2-aminoethyl)azetidine-1-carboxylate), C(C)(C)(C)N1S(C(=C(C1=O)Cl)C1=CC=CC=C1)(=O)=O (2-tert-Butyl-4-chloro-5-phenylisothiazol-3(2H)-one 1,1-dioxide), TEA. Run in CCOC(=O)C (EtOAc), CN(C)C=O (DMF). Run at temperature 120 celsius. Yields the product C(C)(C)(C)N1S(C(=C(C1=O)NCCC1CN(C1)C(=O)OC(C)(C)C)C1=CC=CC=C1)(=O)=O (tert-Butyl 3-{2-[(2-tert-butyl-1,1-dioxido-3-oxo-5-phenyl-2,3-dihydroisothiazol-4-yl)amino]ethyl}azetidine-1-carboxylate). The yield is 28.6%. Reaction SMILES: [C:1]([N:5]1[C:9](=[O:10])[C:8](Cl)=[C:7]([C:12]2[CH:17]=[CH:16][CH:15]=[CH:14][CH:13]=2)[S:6]1(=[O:19])=[O:18])([CH3:4])([CH3:3])[CH3:2].[NH2:20][CH2:21][CH2:22][CH:23]1[CH2:26][N:25]([C:27]([O:29][C:30]([CH3:33])([CH3:32])[CH3:31])=[O:28])[CH2:24]1>CN(C=O)C.CCOC(C)=O>[C:1]([N:5]1[C:9](=[O:10])[C:8]([NH:20][CH2:21][CH2:22][CH:23]2[CH2:26][N:25]([C:27]([O:29][C:30]([CH3:33])([CH3:32])[CH3:31])=[O:28])[CH2:24]2)=[C:7]([C:12]2[CH:17]=[CH:16][CH:15]=[CH:14][CH:13]=2)[S:6]1(=[O:19])=[O:18])([CH3:4])([CH3:3])[CH3:2]. Procedure details: 2-tert-Butyl-4-chloro-5-phenylisothiazol-3(2H)-one 1,1-dioxide (74 mg, 0.249 mmol) was dissolved in dry DMF (1 mL) nitrogen atmosphere. tert-Butyl 3-(2-aminoethyl)azetidine-1-carboxylate (50 mg, 0.249 mmol) was added followed by TEA (25 mg, 0.247 mmol) and the reaction mixture was heated in a microwave reactor for at 120° C. for 20 mins. The reaction mixture was diluted with EtOAc, washed with saturated aqueous NaHCO3-solution, dried over Na2SO4, filtered and evaporated. The crude product was pu...